describe an organic reaction: reactants, conditions, products, and yield From a dataset of the Open Reaction Database (ORD), a public repository of structured organic reaction records. Starting materials: [OH-].[Na+] (sodium hydroxide), C(C)(C)(C)OC(=O)N1CCC(CC1)(C(=O)O)C1=CC=CC=C1 (1-(tert-Butoxycarbonyl)-4-phenylpiperidine-4-carboxylic acid), C(C)N=C=NCCCN(C)C (1-ethyl-3-(3-dimethylaminopropyl)carbodiimide), ON1N=NC2=C1C=CC=C2 (1-hydroxybenzotriazole), N1CCOCC1 (morpholine). Solvent: CN(C=O)C (dimethylformamide), C(C)N(CC)CC (triethylamine). Conditions: time 10 hour. The product is C(C)(C)(C)OC(=O)N1CCC(CC1)(C1=CC=CC=C1)C(=O)N1CCOCC1 (4-(morpholin-4-ylcarbonyl)-4-phenyl-1-piperidinecarboxylic acid tert-butyl ester). The yield is 74.0%. As a reaction SMILES: [C:1]([O:5][C:6]([N:8]1[CH2:13][CH2:12][C:11]([C:17]2[CH:22]=[CH:21][CH:20]=[CH:19][CH:18]=2)([C:14](O)=[O:15])[CH2:10][CH2:9]1)=[O:7])([CH3:4])([CH3:3])[CH3:2].C(N=C=NCCCN(C)C)C.ON1C2C=CC=CC=2N=N1.[NH:44]1[CH2:49][CH2:48][O:47][CH2:46][CH2:45]1.[OH-].[Na+]>CN(C)C=O.C(N(CC)CC)C>[C:1]([O:5][C:6]([N:8]1[CH2:9][CH2:10][C:11]([C:14]([N:44]2[CH2:49][CH2:48][O:47][CH2:46][CH2:45]2)=[O:15])([C:17]2[CH:22]=[CH:21][CH:20]=[CH:19][CH:18]=2)[CH2:12][CH2:13]1)=[O:7])([CH3:4])([CH3:2])[CH3:3] |f:4.5|. Reported procedure: 1-(tert-Butoxycarbonyl)-4-phenylpiperidine-4-carboxylic acid (Bionet Co., 1.0 g), 1-ethyl-3-(3-dimethylaminopropyl)carbodiimide (733 mg), 1-hydroxybenzotriazole (370 mg), morpholine (1 g) and triethylamine (0.76 ml) were dissolved in dimethylformamide (6 ml), and the mixture was stirred at room temperature for 10 hr. After completion of the reaction, 1N sodium hydroxide was added thereto. The precipitated solid was collected by filtration to give 4-(morpholin-4-ylcarbonyl)-4-phenyl-1-piperidinec... Reactants: C(=C)C1(CCC(CC1)C(C)(C)C)O (1-vinyl-4-tert-butylcyclohexanol), C1(=CC=CC=C1)C (toluene). Yields the product C(=C)C(CCCC)(CCCC)O (5-vinyl-5-nonanol), product. Yield: 69.0%. As a reaction SMILES: [CH:1]([C:3]1([OH:13])[CH2:8][CH2:7][CH:6]([C:9](C)(C)C)[CH2:5][CH2:4]1)=[CH2:2].[C:14]1(C)C=CC=C[CH:15]=1>>[CH:1]([C:3]([OH:13])([CH2:8][CH2:7][CH2:14][CH3:15])[CH2:4][CH2:5][CH2:6][CH3:9])=[CH2:2]. Procedure details: A solution of 2.0 grams of 1-vinyl-4-tert-butylcyclohexanol in 30 ml of toluene containing 40 mg of MTO was refluxed 4 hrs. TLC analysis indicated the presence of some residual starting material, so an additional 10 mg of MTO was added and reflux continued until the starting material was consumed. Workup as in the case of 5-vinyl-5-nonanol above gave 1.25 g (69%) of product as a colorless liquid, bp 90 deg C./15 mm Hg. NMR spectrum was consistent with that expected for the product.